This data is from the Open Reaction Database (ORD), a public repository of structured organic reaction records. The task is: describe an organic reaction: reactants, conditions, products, and yield Reactants: ClC1=CC(=C(C=C1)N=C=O)OC1=CC=CC=C1 (4-chloro-1-isocyanato-2-phenoxybenzene), NC1=CC=C(C=C1)C1=CN=C(O1)C(=O)NC(C(=O)OC)C(C)C (methyl 2-(5-(4-aminophenyl)oxazole-2-carboxamido)-3-methylbutanoate). Product: ClC1=CC(=C(C=C1)NC(NC1=CC=C(C=C1)C1=CN=C(O1)C(=O)NC(C(=O)OC)C(C)C)=O)OC1=CC=CC=C1 (Methyl 2-(5-(4-(3-(4-chloro-2-phenoxyphenyl)ureido)phenyl)oxazole-2-carboxamido)-3-methylbutanoate). Isolated yield 79.0%. As a reaction SMILES: [Cl:1][C:2]1[CH:7]=[CH:6][C:5]([N:8]=[C:9]=[O:10])=[C:4]([O:11][C:12]2[CH:17]=[CH:16][CH:15]=[CH:14][CH:13]=2)[CH:3]=1.[NH2:18][C:19]1[CH:24]=[CH:23][C:22]([C:25]2[O:29][C:28]([C:30]([NH:32][CH:33]([CH:38]([CH3:40])[CH3:39])[C:34]([O:36][CH3:37])=[O:35])=[O:31])=[N:27][CH:26]=2)=[CH:21][CH:20]=1>>[Cl:1][C:2]1[CH:7]=[CH:6][C:5]([NH:8][C:9](=[O:10])[NH:18][C:19]2[CH:24]=[CH:23][C:22]([C:25]3[O:29][C:28]([C:30]([NH:32][CH:33]([CH:38]([CH3:40])[CH3:39])[C:34]([O:36][CH3:37])=[O:35])=[O:31])=[N:27][CH:26]=3)=[CH:21][CH:20]=2)=[C:4]([O:11][C:12]2[CH:13]=[CH:14][CH:15]=[CH:16][CH:17]=2)[CH:3]=1. Procedure details: The title compound was synthesized analogous to Example 1, using 4-chloro-1-isocyanato-2-phenoxybenzene and intermediate 1. Yield 79%; 1HNMR (DMSO-d6, 300 MHz): δ 9.61 (s, 1H), 8.99 (d, 1H), 8.74 (s, 1H), 8.4 (d, 1H), 7.8 (s, 1H), 7.77 (d, 2H), 7.6 (d, 2H), 7.44 (d, 2H), 7.22 (dd, 1H), 7.1 (d, 2H), 7.0 (dd, 1H), 6.85 (d, 1H), 4.3, (m, 1H), 3.67 (s, 3H), 2.28 (m, 1H), 0.95 (d, 6H); MS (ES+): m/z 563 (M+1). Starting materials: C(CCC)C12CC3=C(C2(C(=CCCC1)C)O)C=CC(=C3)OCOC (9a-butyl-2-(methoxymethoxy)-5-methyl-8,9,9a,10-tetrahydrobenzo[a]azulen-4b(7H)-ol), [Cr](=O)(=O)([O-])Cl.[NH+]1=CC=CC=C1 (pyridinium chlorochromate), [Cr](=O)(=O)([O-])Cl.[NH+]1=CC=CC=C1 (PCC). Run in ClCCl (dichloromethane). Reaction conditions: time 5 hour. Product: C(CCC)C12CC3=C(C2=C(C(CCC1)=O)C)C=CC(=C3)OCOC (9a-butyl-2-(methoxymethoxy)-5-methyl-8,9,9a,10-tetrahydrobenzo[a]azulen-6(7H)-one). As a reaction SMILES: [CH2:1]([C:5]12[CH2:14][CH2:13][CH2:12][CH:11]=[C:10]([CH3:15])[C:9]1(O)[C:8]1[CH:17]=[CH:18][C:19]([O:21][CH2:22][O:23][CH3:24])=[CH:20][C:7]=1[CH2:6]2)[CH2:2][CH2:3][CH3:4].[Cr](Cl)([O-])(=O)=[O:26].[NH+]1C=CC=CC=1>ClCCl>[CH2:1]([C:5]12[CH2:14][CH2:13][CH2:12][C:11](=[O:26])[C:10]([CH3:15])=[C:9]1[C:8]1[CH:17]=[CH:18][C:19]([O:21][CH2:22][O:23][CH3:24])=[CH:20][C:7]=1[CH2:6]2)[CH2:2][CH2:3][CH3:4] |f:1.2|. Procedure: A solution of 9a-butyl-2-(methoxymethoxy)-5-methyl-8,9,9a,10-tetrahydrobenzo[a]azulen-4b(7H)-ol (32 mg, 0.1 mmol) in dichloromethane (1 mL) was treated with pyridinium chlorochromate (PCC, 32 mg, 0.15 mmol). After stirring at room temperature for 5 hours, the mixture was treated with additional PCC (5 mg, 0.023 mmol). The mixture was concentrated and purified by preparative layer chromatography on a 0.1×20×20 cm silica gel GF plate (Analtech, Newark, Del.), developing with 10% EtOAc in hexane. T... Starting materials: O=C1NCC2N(CC1)C1=C(CC3=C2C=CC=C3)C=CC=C1 (2,3,4,5,11,15b-hexahydro-3-oxo-1H-dibenz[3,4:6,7]azepino[1,2-a](1,4)diazepine), O (water). The solvent is C1CCOC1 (THF), C1CCOC1 (THF). Run at temperature 0 celsius. The product is C1C2N(CCCN1)C1=C(CC3=C2C=CC=C3)C=CC=C1 (2,3,4,5,11,15b-hexahydro-1H-dibenz[3,4:6,7]azepino[1,2-a](1,4)diazepine). Reaction SMILES: O=[C:2]1[CH2:8][CH2:7][N:6]2[C:9]3[CH:21]=[CH:20][CH:19]=[CH:18][C:10]=3[CH2:11][C:12]3[CH:17]=[CH:16][CH:15]=[CH:14][C:13]=3[CH:5]2[CH2:4][NH:3]1.O>C1COCC1>[CH2:4]1[NH:3][CH2:2][CH2:8][CH2:7][N:6]2[C:9]3[CH:21]=[CH:20][CH:19]=[CH:18][C:10]=3[CH2:11][C:12]3[CH:17]=[CH:16][CH:15]=[CH:14][C:13]=3[CH:5]12. Procedure details: A solution of 7.5 g 2,3,4,5,11,15b-hexahydro-3-oxo-1H-dibenz[3,4:6,7]azepino[1,2-a](1,4)diazepine in 200 ml THF is added to a vigorously stirred suspension of 5 g LiALH4 in 400 ml dry THF. The mixture is boiled under reflux for 3 hours, after which it is cooled to about 0° C. 20 ml water is then added slowly to the mixture and the inorganic precipitate which forms is removed by filtration. The filtrate is evaporated to dryness, leaving a crystalline residue. Yield 5.3 g.